Dataset: the Open Reaction Database (ORD), a public repository of structured organic reaction records. Task: describe an organic reaction: reactants, conditions, products, and yield Reactants: C(C1=CC=CC=C1)ON1C(C(C1COCC1=CC=CC=C1)N1C2=NC=NC(=C2N=C1)NC(C1=CC=CC=C1)=O)=O (1-N-Benzyloxy-3-(N-benzoyladenin-9-yl)-4-benzyloxymethyl-2-azetidinone), [H][H] (hydrogen). Reagents/catalysts: [Ni] (Raney nickel). Solvent: CO (methanol). Yields the product ON1C(C(C1CO)N1C2=NC=NC(=C2N=C1)NC(C1=CC=CC=C1)=O)=O (1-N-Hydroxy-3-(N-benzoyladenin-9-yl)-4-hydroxymethyl-2-azetidinone). RXN SMILES: C([O:8][N:9]1[CH:12]([CH2:13][O:14]CC2C=CC=CC=2)[CH:11]([N:22]2[CH:30]=[N:29][C:28]3[C:23]2=[N:24][CH:25]=[N:26][C:27]=3[NH:31][C:32](=[O:39])[C:33]2[CH:38]=[CH:37][CH:36]=[CH:35][CH:34]=2)[C:10]1=[O:40])C1C=CC=CC=1.[H][H]>CO.[Ni]>[OH:8][N:9]1[CH:12]([CH2:13][OH:14])[CH:11]([N:22]2[CH:30]=[N:29][C:28]3[C:23]2=[N:24][CH:25]=[N:26][C:27]=3[NH:31][C:32](=[O:39])[C:33]2[CH:38]=[CH:37][CH:36]=[CH:35][CH:34]=2)[C:10]1=[O:40]. Procedure: 1-N-Benzyloxy-3-(N-benzoyladenin-9-yl)-4-benzyloxymethyl-2-azetidinone (10 mmole) is taken up in methanol (50 ml) and hydrogenated using Raney nickel(5 g) and hydrogen at a pressure of 40 psi for 6 hours. The reaction mixture is filtered, the catalyst washed with methanol (20 ml) and the combined methanol fractions are concentrated to give the title compound asa solid. Starting materials: BrC1=CC=C(C=C1)OC (4-bromoanisole), [Si](C)(C)(C(C)(C)C)OC=1C=C(C=O)C=C(C1)O[Si](C)(C)C(C)(C)C (3,5-di(tert-butyldimethylsilyloxy)-benzaldehyde). Product: [Si](C)(C)(C(C)(C)C)OC=1C=C(C(C2=CC=C(C=C2)OC)O)C=C(C1)O[Si](C)(C)C(C)(C)C (3,5-di-(tert-butyldimethylsilyloxy)-4′-methoxybenzhydrol). The yield is 81.3%. As a reaction SMILES: Br[C:2]1[CH:7]=[CH:6][C:5]([O:8][CH3:9])=[CH:4][CH:3]=1.[Si:10]([O:17][C:18]1[CH:19]=[C:20]([CH:23]=[C:24]([O:26][Si:27]([C:30]([CH3:33])([CH3:32])[CH3:31])([CH3:29])[CH3:28])[CH:25]=1)[CH:21]=[O:22])([C:13]([CH3:16])([CH3:15])[CH3:14])([CH3:12])[CH3:11]>>[Si:10]([O:17][C:18]1[CH:19]=[C:20]([CH:23]=[C:24]([O:26][Si:27]([C:30]([CH3:33])([CH3:32])[CH3:31])([CH3:28])[CH3:29])[CH:25]=1)[CH:21]([OH:22])[C:2]1[CH:7]=[CH:6][C:5]([O:8][CH3:9])=[CH:4][CH:3]=1)([C:13]([CH3:16])([CH3:15])[CH3:14])([CH3:12])[CH3:11]. Procedure: Combining 4-bromoanisole (0.43 g) and aldehyde 9a (0.76 g) provided 3,5-di-(tert-butyldimethylsilyloxy)-4′-methoxybenzhydrol 15d as a faint yellow oil (0.80 g, 82%): EIMS m/z 474 (M+), 459, 417, 361, 343, 73; IR (KBr, cm−1) νmax 3420, 2932, 2859, 2361, 1591, 1451, 1252, 1163, 1026, 833; 1H-NMR δ 7.29 (2H, d, J=9.04 Hz), 6.89 (2H, d, J=9.0 Hz), 6.52 (2H, d, J=2.0 Hz), 6.28 (1H, t, J=2.0 Hz), 5.70 (1H, s), 3.83 (3H, s, OCH3), 1.00 (18H, s, C(CH3)3×2), 0.20 (12H s, Si(CH3)2×2); 13C-NMR (75.5 MHz) δ... The reactants are CO, [Cl-], [NH4+], O=C(c1cc([N+](=O)[O-])cc(C(F)(F)F)c1)N1CCOCC1. Product: Nc1cc(C(=O)N2CCOCC2)cc(C(F)(F)F)c1. RXN SMILES: [CH3:24][OH:25].[Cl-:22].[NH4+:23].[O:1]1[CH2:2][CH2:3][N:4]([C:7](=[O:8])[c:9]2[cH:10][c:11]([N+:19]([O-:20])=[O:21])[cH:12][c:13]([C:15]([F:16])([F:17])[F:18])[cH:14]2)[CH2:5][CH2:6]1>>[O:1]1[CH2:2][CH2:3][N:4]([C:7](=[O:8])[c:9]2[cH:10][c:11]([NH2:19])[cH:12][c:13]([C:15]([F:16])([F:17])[F:18])[cH:14]2)[CH2:5][CH2:6]1.